This data is from the Open Reaction Database (ORD), a public repository of structured organic reaction records. The task is: describe an organic reaction: reactants, conditions, products, and yield Starting materials: [Al+3], c1ccc(Cc2cccnc2)cc1, ClCCl, [Cl-], [Cl-], [Cl-], O=C(Cl)CCCl, Cl. The product is O=C(CCCl)c1ccc(Cc2cccnc2)cc1. Reaction SMILES: [Al+3:2].[CH2:12]([c:13]1[cH:14][cH:15][cH:16][cH:17][cH:18]1)[c:19]1[cH:20][n:21][cH:22][cH:23][cH:24]1.[CH2:25]([Cl:26])[Cl:27].[Cl-:1].[Cl-:3].[Cl-:4].[Cl:5][CH2:6][CH2:7][C:8](=[O:9])[Cl:10].[ClH:11]>>[Cl:5][CH2:6][CH2:7][C:8](=[O:9])[c:16]1[cH:15][cH:14][c:13]([CH2:12][c:19]2[cH:20][n:21][cH:22][cH:23][cH:24]2)[cH:18][cH:17]1.